Dataset: the Open Reaction Database (ORD), a public repository of structured organic reaction records. Task: describe an organic reaction: reactants, conditions, products, and yield Starting materials: N(=NC(=O)[O-])C(=O)OCC (ethyl azodicarboxylate), ClC=1C=C(C2=C(CCO2)C1)C1=NNC(O1)=O (5-(5-chloro-2,3-dihydrobenzofuran-7-yl)-1,3,4-oxadiazol-2(3H)-one), C1(=CC=CC=C1)P(C1=CC=CC=C1)C1=CC=CC=C1 (triphenylphosphine), C(CCC)N1CCC(CC1)O (1-butylpiperidin-4-ol). Solvent: O1CCCC1 (tetrahydrofuran). Conditions: temperature 0 celsius, time 3 hour. Yields the product ClC=1C=C(C2=C(CCO2)C1)C1=NN(C(O1)=O)C1CCN(CC1)CCCC (5-(5-Chloro-2,3-dihydrobenzofuran-7-yl)-3-(1-butylpiperidin-4-yl)-1,3,4-oxadiazol-2(3H)-one). Yield: 79.4%. As a reaction SMILES: [Cl:1][C:2]1[CH:3]=[C:4]([C:11]2[O:15][C:14](=[O:16])[NH:13][N:12]=2)[C:5]2[O:9][CH2:8][CH2:7][C:6]=2[CH:10]=1.[CH2:17]([N:21]1[CH2:26][CH2:25][CH:24](O)[CH2:23][CH2:22]1)[CH2:18][CH2:19][CH3:20].C1(P(C2C=CC=CC=2)C2C=CC=CC=2)C=CC=CC=1.N(C(OCC)=O)=NC([O-])=O>O1CCCC1>[Cl:1][C:2]1[CH:3]=[C:4]([C:11]2[O:15][C:14](=[O:16])[N:13]([CH:24]3[CH2:25][CH2:26][N:21]([CH2:17][CH2:18][CH2:19][CH3:20])[CH2:22][CH2:23]3)[N:12]=2)[C:5]2[O:9][CH2:8][CH2:7][C:6]=2[CH:10]=1. Reported procedure: 2.38 g (0.01 mol) of 5-(5-chloro-2,3-dihydrobenzofuran-7-yl)-1,3,4-oxadiazol-2(3H)-one, in suspension in 80 ml of tetrahydrofuran, are introduced into a 250 ml three-necked round-bottomed flask, cooled to 0° C. and placed under magnetic stirring, 1.57 g (0.01 mol) of 1-butylpiperidin-4-ol, 3.41 g (0.013 mol) of triphenylphosphine and then 2.44 g (0.014 mol) of ethyl azodicarboxylate are added and the mixture is stirred at room temperature for 3 h and then at 40° C. for 3 h. The solvent is evapor... The reactants are CCOC(C)=O, [Na+], [OH-], O, O=[N+]([O-])c1ccc2nnn(O)c2c1, Cc1ccc(S(=O)(=O)Cl)cc1. Yields the product Cc1ccc(S(=O)(=O)On2nnc3ccc([N+](=O)[O-])cc32)cc1. As a reaction SMILES: [CH3:25][CH2:26][O:27][C:28](=[O:29])[CH3:30].[Na+:33].[OH-:32].[OH2:31].[OH:1][n:2]1[n:3][n:4][c:5]2[c:6]1[cH:7][c:8]([N+:11](=[O:12])[O-:13])[cH:9][cH:10]2.[c:14]1([CH3:24])[cH:15][cH:16][c:17]([S:20](=[O:21])(=[O:22])[Cl:23])[cH:18][cH:19]1>>[O:1]([n:2]1[n:3][n:4][c:5]2[c:6]1[cH:7][c:8]([N+:11](=[O:12])[O-:13])[cH:9][cH:10]2)[S:20]([c:17]1[cH:16][cH:15][c:14]([CH3:24])[cH:19][cH:18]1)(=[O:21])=[O:22]. Starting materials: FC(C=1C=C(C=C(C1)C(F)(F)F)[C@@H]1[C@@H](N(C(O1)=O)CC1=NC(=NC=C1C=1C=C(C=NC1OC)C1=C(C=C(C(=O)NN)C=C1C)C)N1CC(C1)F)C)(F)F (4-{5-[4-({(4S,5R)-5-[3,5-Bis(trifluoromethyl)phenyl]-4-methyl-2-oxo-1,3-oxazolidin-3-yl}methyl)-2-(3-fluoroazetidin-1-yl)pyrimidin-5-yl]-6-methoxypyridin-3-yl}-3,5-dimethylbenzohydrazide), C1=CN(C=N1)C(=O)N2C=CN=C2 (N,N-carbonyldiimidazole). The solvent is C1CCOC1 (THF). Run at time 8 hour. Yields the product FC(C=1C=C(C=C(C1)C(F)(F)F)[C@@H]1[C@@H](N(C(O1)=O)CC1=NC(=NC=C1C=1C=C(C=NC1OC)C1=C(C=C(C=C1C)C1=NNC(O1)=O)C)N1CC(C1)F)C)(F)F (5-(4-{5-[4-({(4S,5R)-5-[3,5-Bis(trifluoromethyl)phenyl]-4-methyl-2-oxo-1,3-oxazolidin-3-yl}methyl)-2-(3-fluoroazetidin-1-yl)pyrimidin-5-yl]-6-methoxypyridin-3-yl}-3,5-dimethylphenyl)-1,3,4-oxadiazol-2(3H)-one). As a reaction SMILES: [F:1][C:2]([F:53])([F:52])[C:3]1[CH:4]=[C:5]([C@H:13]2[O:17][C:16](=[O:18])[N:15]([CH2:19][C:20]3[C:25]([C:26]4[CH:27]=[C:28]([C:34]5[C:43]([CH3:44])=[CH:42][C:37]([C:38]([NH:40][NH2:41])=[O:39])=[CH:36][C:35]=5[CH3:45])[CH:29]=[N:30][C:31]=4[O:32][CH3:33])=[CH:24][N:23]=[C:22]([N:46]4[CH2:49][CH:48]([F:50])[CH2:47]4)[N:21]=3)[C@H:14]2[CH3:51])[CH:6]=[C:7]([C:9]([F:12])([F:11])[F:10])[CH:8]=1.C1N=CN([C:59](N2C=NC=C2)=[O:60])C=1>C1COCC1>[F:10][C:9]([F:12])([F:11])[C:7]1[CH:6]=[C:5]([C@H:13]2[O:17][C:16](=[O:18])[N:15]([CH2:19][C:20]3[C:25]([C:26]4[CH:27]=[C:28]([C:34]5[C:43]([CH3:44])=[CH:42][C:37]([C:38]6[O:39][C:59](=[O:60])[NH:41][N:40]=6)=[CH:36][C:35]=5[CH3:45])[CH:29]=[N:30][C:31]=4[O:32][CH3:33])=[CH:24][N:23]=[C:22]([N:46]4[CH2:49][CH:48]([F:50])[CH2:47]4)[N:21]=3)[C@H:14]2[CH3:51])[CH:4]=[C:3]([C:2]([F:1])([F:52])[F:53])[CH:8]=1. Procedure details: A solution of 4-{5-[4-({(4S,5R)-5-[3,5-bis(trifluoromethyl)phenyl]-4-methyl-2-oxo-1,3-oxazolidin-3-yl}methyl)-2-(3-fluoroazetidin-1-yl)pyrimidin-5-yl]-6-methoxypyridin-3-yl}-3,5-dimethylbenzohydrazide (Step A, 90 mg, 0.120 mmol) in THF (1.2 mL) was treated with N,N-carbonyldiimidazole (58.6 mg, 0.361 mmol). The reaction was stirred at room temperature overnight. The reaction was purified directly by silica gel chromatography, eluting with a gradient of 25-100% ethyl acetate/hexanes to give the t... Starting materials: [N+](=O)([O-])C(CC)(O)[N+](=O)[O-] (Dinitropropanol), C(CCCCC)(=O)O (hexanoic acid), polyphosphoric acid, ClC(C)Cl (dichloroethane). Reaction conditions: temperature 70 celsius. Yields the product C(CCCCC)(=O)OCC(C)([N+](=O)[O-])[N+](=O)[O-] (2,2-dinitropropyl hexanoate). The yield is 93.0%. Reaction SMILES: [N+:1]([C:4]([N+:8]([O-:10])=[O:9])(O)[CH2:5]C)([O-:3])=[O:2].[C:11]([OH:18])(=[O:17])[CH2:12][CH2:13][CH2:14][CH2:15][CH3:16].Cl[CH:20](Cl)C>>[C:11]([O:18][CH2:20][C:4]([N+:8]([O-:10])=[O:9])([N+:1]([O-:3])=[O:2])[CH3:5])(=[O:17])[CH2:12][CH2:13][CH2:14][CH2:15][CH3:16]. Procedure details: Dinitropropanol (25.5 g, 0.17 mol), hexanoic acid (21.7 g, 0.19 mol), and 50 g of polyphosphoric acid were added to 50 mL of dichloroethane, and the resulting mixture was slowly stirred using a stirrer. The solution thus obtained was slowly heated to 70° C. and then reacted for 15 hr (overnight). After the reaction, the temperature of the reactor was lowered to room temperature, and the stirrer was powered off. When the temperature of the reactor was room temperature, the dichloroethane layer wa...